From a dataset of the Open Reaction Database (ORD), a public repository of structured organic reaction records. describe an organic reaction: reactants, conditions, products, and yield Reactants: C(CCC)C1=NC2(C(N1CC1=CC=C(C=C1)C1=C(C=CC=C1)C#N)=O)CCCC2 (2-n-butyl-3-[(2′-cyanobiphenyl-4-yl)methyl]-1,3-diazaspiro-[4,4]-non-1-en-4-one), [N-]=[N+]=[N-].[Na+] (sodium azide), Cl.Cl.N1CCNCC1 (piperazine dihydrochloride). Solvent: C=1(C(=CC=CC1)C)C (xylene). The product is CCCCC1=NC2(CCCC2)C(=O)N1CC=3C=CC(=CC3)C=4C=CC=CC4C5=NNN=N5 (irbesartan). Isolated yield 32.4%. As a reaction SMILES: [CH2:1]([C:5]1[N:9]([CH2:10][C:11]2[CH:16]=[CH:15][C:14]([C:17]3[CH:22]=[CH:21][CH:20]=[CH:19][C:18]=3[C:23]#[N:24])=[CH:13][CH:12]=2)[C:8](=[O:25])[C:7]2([CH2:29][CH2:28][CH2:27][CH2:26]2)[N:6]=1)[CH2:2][CH2:3][CH3:4].[N-:30]=[N+:31]=[N-:32].[Na+].Cl.Cl.N1CCNCC1>C1(C)C(C)=CC=CC=1>[CH3:4][CH2:3][CH2:2][CH2:1][C:5]1[N:9]([CH2:10][C:11]2[CH:16]=[CH:15][C:14]([C:17]3[CH:22]=[CH:21][CH:20]=[CH:19][C:18]=3[C:23]3[N:32]=[N:31][NH:30][N:24]=3)=[CH:13][CH:12]=2)[C:8](=[O:25])[C:7]2([CH2:26][CH2:27][CH2:28][CH2:29]2)[N:6]=1 |f:1.2,3.4.5|. Procedure details: A mixture of 2-n-butyl-3-[(2′-cyanobiphenyl-4-yl)methyl]-1,3-diazaspiro-[4,4]-non-1-en-4-one (10 g), sodium azide (7.7 g) and piperazine dihydrochloride (7.5 g) in xylene (30 ml) was refluxed for 7 hours under stirring. The reaction was cooled to room temperature and extracted with 5% NaOH solution. The pooled alkaline solution was washed with toluene or xylene (15 ml) and the aqueous phase neutralized to pH 6.5 using concentrated HCL. The resulting suspension was stirred for 3 hours at room tem...